From a dataset of the Open Reaction Database (ORD), a public repository of structured organic reaction records. describe an organic reaction: reactants, conditions, products, and yield Reactants: CC(C)S[C@H]1[C@@H]([C@H]([C@H]([C@H](O1)CO)O)O)O (IPTG), CC1([C@@H](N2[C@H](S1)[C@@H](C2=O)NC(=O)[C@@H](C=3C=CC=CC3)N)C(=O)O)C (ampicillin), CC1=C(C=CC=C1)C(C(=O)NC)=O (2-(2-methyl-phenyl)-N-methyl-2-oxo-acetamide), C=1N=C(C2=C(N1)N(C=N2)[C@H]3[C@@H]([C@@H]([C@H](O3)COP(=O)(O)OP(=O)(O)OC[C@@H]4[C@H]([C@H]([C@@H](O4)N5C=CCC(=C5)C(=O)N)O)O)O)OP(=O)(O)O)N (NADPH), P(=O)([O-])([O-])[O-] (phosphate). Solvent: C(C)(=O)OCC (ethyl acetate). Yields the product CC1=C(C=CC=C1)C(C(=O)NC)O (2-(2-methyl-phenyl)-N-methyl-2-hydroxy-acetamide). As a reaction SMILES: CC(S[C@@H]1O[C@H](CO)[C@H](O)[C@H](O)[C@H]1O)C.CC1(C)S[C@@H]2[C@H](NC([C@H](N)C3C=CC=CC=3)=O)C(=O)N2[C@H]1C(O)=O.[CH3:40][C:41]1[CH:46]=[CH:45][CH:44]=[CH:43][C:42]=1[C:47](=[O:52])[C:48]([NH:50][CH3:51])=[O:49].C1N=C(N)C2N=CN([C@@H]3O[C@H](COP(OP(OC[C@H]4O[C@@H](N5C=C(C(N)=O)CC=C5)[C@H](O)[C@@H]4O)(O)=O)(O)=O)[C@@H](O)[C@H]3OP(O)(O)=O)C=2N=1.P([O-])([O-])([O-])=O>C(OCC)(=O)C>[CH3:40][C:41]1[CH:46]=[CH:45][CH:44]=[CH:43][C:42]=1[CH:47]([OH:52])[C:48]([NH:50][CH3:51])=[O:49]. Procedure details: Using the plasmid pTrcGSRxc, E. coli HB101 was transformed. The resulting transformant was inoculated in a sterilized LB medium (100 ml) containing 0.1 mM of IPTG and 50 μg/ml of ampicillin, and was shaking-cultured (37° C., 15 hours). The resulting culture was centrifuged to obtain 0.1 g of wet bacterial cells. To a reaction tube were added 1.5 mg of 2-(2-methyl-phenyl)-N-methyl-2-oxo-acetamide, 0.1 g of the wet bacterial cells, 10 mg of NADPH, and 1.5 ml of a 100 mM phosphate buffer solution (... Starting materials: C(C)(C)(C)OC(=O)N1C[C@@H]2[C@@H](N(C=3C(=CC(=CC23)Br)C#N)C)CC1 ((4aS,9bR)-8-bromo-6-cyano-5-methyl-1,3,4,4a,5,9b-hexahydro-pyrido[4,3-b]indole-2-carboxylic acid tert-butyl ester), [Br-].C(CC1=CC=CC=C1)[Zn+] (phenethylzinc bromide). Reagents/catalysts: C=1C=CC(=CC1)[P](C=2C=CC=CC2)(C=3C=CC=CC3)[Pd]([P](C=4C=CC=CC4)(C=5C=CC=CC5)C=6C=CC=CC6)([P](C=7C=CC=CC7)(C=8C=CC=CC8)C=9C=CC=CC9)[P](C=1C=CC=CC1)(C=1C=CC=CC1)C=1C=CC=CC1 (Pd(PPh3)4). Yields the product CN1[C@@H]2[C@H](C3=CC(=CC(=C13)C#N)CCC1=CC=CC=C1)CNCC2 ((4aS,9bR)-5-methyl-8-phenethyl-2,3,4,4a,5,9b-hexahydro-1H-pyrido[4,3-b]indole-6-carbonitrile). RXN SMILES: C(OC([N:8]1[CH2:24][CH2:23][C@@H:11]2[N:12]([CH3:22])[C:13]3[C:14]([C:20]#[N:21])=[CH:15][C:16](Br)=[CH:17][C:18]=3[C@@H:10]2[CH2:9]1)=O)(C)(C)C.[Br-].[CH2:26]([Zn+])[CH2:27][C:28]1[CH:33]=[CH:32][CH:31]=[CH:30][CH:29]=1>C1C=CC([P]([Pd]([P](C2C=CC=CC=2)(C2C=CC=CC=2)C2C=CC=CC=2)([P](C2C=CC=CC=2)(C2C=CC=CC=2)C2C=CC=CC=2)[P](C2C=CC=CC=2)(C2C=CC=CC=2)C2C=CC=CC=2)(C2C=CC=CC=2)C2C=CC=CC=2)=CC=1>[CH3:22][N:12]1[C:13]2[C:18](=[CH:17][C:16]([CH2:26][CH2:27][C:28]3[CH:33]=[CH:32][CH:31]=[CH:30][CH:29]=3)=[CH:15][C:14]=2[C:20]#[N:21])[C@@H:10]2[CH2:9][NH:8][CH2:24][CH2:23][C@H:11]12 |f:1.2,^1:38,40,59,78|. Procedure details: Following the general procedure for Examples 127–146, the title compound was prepared (8 mg, 25%) as a light yellow oil using (4aS,9bR)-8-bromo-6-cyano-5-methyl-1,3,4,4a,5,9b-hexahydro-pyrido[4,3-b]indole-2-carboxylic acid tert-butyl ester (Example 158, 40 mg, 0.10 mmol), phenethylzinc bromide (0.5 M in THF, 2.5 mole equivalent) and Pd(PPh3)4 (0.06 mole equivalent).: MS (ESI): 318 (base, M+H).